Dataset: the Open Reaction Database (ORD), a public repository of structured organic reaction records. Task: describe an organic reaction: reactants, conditions, products, and yield Starting materials: N#Cc1ccc(CN)cc1, CC(C)(C)O, CC(C)(C)[O-], CC(=O)[O-], CC(C)(C)OCl, [K+], [Na+], O=S(=O)(O)O. Product: N#Cc1ccc(C=O)cc1. As a reaction SMILES: [C:1](#[N:2])[c:3]1[cH:4][cH:5][c:6]([CH2:7][NH2:8])[cH:9][cH:10]1.[C:33]([OH:34])([CH3:35])([CH3:36])[CH3:37].[CH3:17][C:18]([CH3:19])([O-:20])[CH3:21].[CH3:29][C:30](=[O:31])[O-:32].[Cl:11][O:12][C:13]([CH3:14])([CH3:15])[CH3:16].[K+:22].[Na+:28].[S:23](=[O:24])(=[O:25])([OH:26])[OH:27]>>[C:1](#[N:2])[c:3]1[cH:4][cH:5][c:6]([CH:7]=[O:12])[cH:9][cH:10]1. Reactants: FC1=C(C=CC(=C1)OC)C1=CC(=C(C=C1)C(=O)OC)C (methyl 2′-fluoro-4′-methoxy-3-methylbiphenyl-4-carboxylate), [I-] (iodide). Reagents/catalysts: S(=O)(=O)([O-])[O-].[Ag+2] (silver sulfate). Run in CO (methanol). The product is FC1=C(C=C(C(=C1)OC)I)C1=CC(=C(C=C1)C(=O)OC)C (Methyl 2′-fluoro-5′-iodo-4′-methoxy-3-methylbiphenyl-4-carboxylate). Reaction SMILES: [F:1][C:2]1[CH:7]=[C:6]([O:8][CH3:9])[CH:5]=[CH:4][C:3]=1[C:10]1[CH:15]=[CH:14][C:13]([C:16]([O:18][CH3:19])=[O:17])=[C:12]([CH3:20])[CH:11]=1.[I-:21]>S([O-])([O-])(=O)=O.[Ag+2].CO>[F:1][C:2]1[CH:7]=[C:6]([O:8][CH3:9])[C:5]([I:21])=[CH:4][C:3]=1[C:10]1[CH:15]=[CH:14][C:13]([C:16]([O:18][CH3:19])=[O:17])=[C:12]([CH3:20])[CH:11]=1 |f:2.3|. Procedure details: methyl 2′-fluoro-4′-methoxy-3-methylbiphenyl-4-carboxylate (100 mg, 0.365 mmol), methanol (3 mL), iodide (93 mg, 0.366 mmol) and silver sulfate (114 mg, 0.366 mmol) were stirred at room temperature for 1.5 hours. Reaction crude was quenched by Na2SO3 (sat., aq.). Volatiles were removed from the grayish brown mixture. The pot residue was worked up with H2O/EtOAc/Na2SO4/filtration/concentration to afford the title compound. LCMS (ESI) calc.=400.00; found=400.96 (M+1)+. The reactants are CC(C)(C)c1ccc(NCc2ccc(C(=O)Nc3nn[nH]n3)cc2)cc1, COC(=O)c1cccc(N=C=O)c1, CC(Cl)Cl. Yields the product COC(=O)c1cccc(NC(=O)N(Cc2ccc(C(=O)Nc3nn[nH]n3)cc2)c2ccc(C(C)(C)C)cc2)c1. RXN SMILES: [C:14]([CH3:15])([CH3:16])([CH3:17])[c:18]1[cH:19][cH:20][c:21]([NH:24][CH2:25][c:26]2[cH:27][cH:28][c:29]([C:30](=[O:31])[NH:32][c:33]3[n:34][n:35][nH:36][n:37]3)[cH:38][cH:39]2)[cH:22][cH:23]1.[CH3:1][O:2][C:3]([c:4]1[cH:5][c:6]([N:10]=[C:11]=[O:12])[cH:7][cH:8][cH:9]1)=[O:13].[Cl:40][CH:41]([Cl:42])[CH3:43]>>[CH3:1][O:2][C:3]([c:4]1[cH:5][c:6]([NH:10][C:11](=[O:12])[N:24]([c:21]2[cH:20][cH:19][c:18]([C:14]([CH3:15])([CH3:16])[CH3:17])[cH:23][cH:22]2)[CH2:25][c:26]2[cH:27][cH:28][c:29]([C:30](=[O:31])[NH:32][c:33]3[n:34][n:35][nH:36][n:37]3)[cH:38][cH:39]2)[cH:7][cH:8][cH:9]1)=[O:13]. The reactants are C1CCC2OC2C1, CCN(C(C)C)C(C)C, ClCCCl, Sc1ccccc1. The product is OC1CCCCC1Sc1ccccc1. Reaction SMILES: [CH:1]12[CH:2]([CH2:3][CH2:4][CH2:5][CH2:6]1)[O:7]2.[CH:8]([N:9]([CH2:10][CH3:11])[CH:12]([CH3:13])[CH3:14])([CH3:15])[CH3:16].[Cl:24][CH2:25][CH2:26][Cl:27].[SH:17][c:18]1[cH:19][cH:20][cH:21][cH:22][cH:23]1>>[CH:1]1([OH:7])[CH:2]([S:17][c:18]2[cH:19][cH:20][cH:21][cH:22][cH:23]2)[CH2:3][CH2:4][CH2:5][CH2:6]1.